From a dataset of the Open Reaction Database (ORD), a public repository of structured organic reaction records. describe an organic reaction: reactants, conditions, products, and yield Starting materials: O (Water), BrC=1C=CC2=C(NC(O2)=O)C1 (5-bromobenzo[d]oxazol-2(3H)-one), BrCCOC (1-bromo-2-methoxyethane), C([O-])([O-])=O.[K+].[K+] (potassium carbonate). The solvent is C(C)#N (acetonitrile). Run at temperature 60 celsius. Yields the product BrC=1C=CC2=C(N(C(O2)=O)CCOC)C1 (5-Bromo-3-(2-methoxyethyl)benzo[d]oxazol-2(3H)-one). Reaction SMILES: [Br:1][C:2]1[CH:3]=[CH:4][C:5]2[O:9][C:8](=[O:10])[NH:7][C:6]=2[CH:11]=1.Br[CH2:13][CH2:14][O:15][CH3:16].C(=O)([O-])[O-].[K+].[K+].O>C(#N)C>[Br:1][C:2]1[CH:3]=[CH:4][C:5]2[O:9][C:8](=[O:10])[N:7]([CH2:13][CH2:14][O:15][CH3:16])[C:6]=2[CH:11]=1 |f:2.3.4|. Procedure: A mixture of 5-bromobenzo[d]oxazol-2(3H)-one (2.06 g), 1-bromo-2-methoxyethane (1.085 mL) and potassium carbonate (3.99 g) in acetonitrile (15 mL) was heated at 60° C. for 16 h. Water was added and the mixture was extracted with ethyl acetate (3 times). The organic layers were dried over magnesium sulfate, evaporated and purified by flash silica chromatography eluting with 5:1 isohexane/acetone to give the subtitled compound (1.359 g). Reaction conditions: time 72 hour. As a reaction SMILES: [OH-].[Li+].[CH3:3][N:4]([CH3:25])[C:5](=[O:24])[CH2:6][N:7]1[C:11]2[CH:12]=[C:13]([CH3:17])[CH:14]=[C:15]([CH3:16])[C:10]=2[N:9]([CH2:18][C:19]([O:21]C)=[O:20])[C:8]1=[O:23]>C1COCC1.O>[CH3:25][N:4]([CH3:3])[C:5](=[O:24])[CH2:6][N:7]1[C:11]2[CH:12]=[C:13]([CH3:17])[CH:14]=[C:15]([CH3:16])[C:10]=2[N:9]([CH2:18][C:19]([OH:21])=[O:20])[C:8]1=[O:23] |f:0.1|. The reactants are [OH-].[Li+] (Lithium hydroxide), CN(C(CN1C(N(C2=C1C=C(C=C2C)C)CC(=O)OC)=O)=O)C (Methyl {3-[2-(dimethylamino)-2-oxoethyl]-5,7-dimethyl-2-oxo-2,3-dihydro-1H-benzimidazol-1-yl}acetate). Run in C1CCOC1 (THF), O (H2O), O (H2O). Product: CN(C(CN1C(N(C2=C1C=C(C=C2C)C)CC(=O)O)=O)=O)C ({3-[2-(Dimethylamino)-2-oxoethyl]-5,7-dimethyl-2-oxo-2,3-dihydro-1H-benzimidazol-1-yl}acetic acid). Procedure details: Lithium hydroxide (131 mg, 3.12 mmol) was added to a solution of methyl {3-[2-(dimethylamino)-2-oxoethyl]-5,7-dimethyl-2-oxo-2,3-dihydro-1H-benzimidazol-1-yl}acetate from Step A (333 mg, 1.04 mmol) in THF (3 mL) and H2O (1 mL). After 72 h, H2O was added and the precipitate was collected by filtration to give the title compound. MS: nil/z=306 (M+1).